This data is from the Open Reaction Database (ORD), a public repository of structured organic reaction records. The task is: describe an organic reaction: reactants, conditions, products, and yield Reactants: CC1(SC2=CC=C(C=C2C(C1)(C)C)Br)C (2,2,4,4-tetramethyl-6-bromothiochroman), CC1(SC2=CC=C(C=C2C(C1)(C)C)Br)C (2,2,4,4-tetramethyl-6-bromothiochroman), cuprous iodide, C[Si](C)(C)C#C (trimethylsilylacetylene), C[Si](C)(C)C#C (trimethylsilylacetylene), cuprous iodide. Reagents/catalysts: [Pd](Cl)Cl.C1(=CC=CC=C1)P(C1=CC=CC=C1)C1=CC=CC=C1.C1(=CC=CC=C1)P(C1=CC=CC=C1)C1=CC=CC=C1 (bis(triphenylphosphine) palladium (II) chloride), [Pd](Cl)Cl.C1(=CC=CC=C1)P(C1=CC=CC=C1)C1=CC=CC=C1.C1(=CC=CC=C1)P(C1=CC=CC=C1)C1=CC=CC=C1 (bis(triphenylphosphine) palladium (II) chloride). Solvent: C(C)N(CC)CC (triethylamine). Run at temperature 100 celsius, time 24 hour. The product is CC1(SC2=CC=C(C=C2C(C1)(C)C)C#C[Si](C)(C)C)C (2,2,4,4-Tetramethyl-6-trimethylsilylethynyl-thiochroman). Reaction SMILES: [CH3:1][C:2]1([CH3:15])[CH2:11][C:10]([CH3:13])([CH3:12])[C:9]2[C:4](=[CH:5][CH:6]=[C:7](Br)[CH:8]=2)[S:3]1.[CH3:16][Si:17]([C:20]#[CH:21])([CH3:19])[CH3:18]>C(N(CC)CC)C.[Pd](Cl)Cl.C1(P(C2C=CC=CC=2)C2C=CC=CC=2)C=CC=CC=1.C1(P(C2C=CC=CC=2)C2C=CC=CC=2)C=CC=CC=1>[CH3:1][C:2]1([CH3:15])[CH2:11][C:10]([CH3:13])([CH3:12])[C:9]2[C:4](=[CH:5][CH:6]=[C:7]([C:21]#[C:20][Si:17]([CH3:19])([CH3:18])[CH3:16])[CH:8]=2)[S:3]1 |f:3.4.5|. Reported procedure: A solution of 600 mg (2.11 mmol) of 2,2,4,4-tetramethyl-6-bromothiochroman (Compound 72) in 1.5 ml of triethylamine was placed in a heavy-walled tube and degassed and then treated under argon with 1.4 g (14.3 mmol) of trimethylsilylacetylene and a powdered mixture of 75 mg (0.39 mmol) of cuprous iodide and 150 mg (0.21 mmol) of bis(triphenylphosphine) palladium (II) chloride. The reaction mixture was degassed again, then placed under argon and the tube was sealed. The mixture was heated at 100 d... The reactants are C([O-])([O-])=O.[Na+].[Na+] (sodium carbonate), COC1=CC=C(CCBr)C=C1 (4-methoxyphenethyl bromide), Cl.C(C)OC(=O)[C@@H]1NC[C@@H](C1)O ((2R,4R)-(+)-2-(ethoxycarbonyl)-4-hydroxypyrrolidine hydrochloride). The reagents and catalysts are [I-].[Na+] (sodium iodide). The solvent is C(C)#N (acetonitrile). Conditions: temperature 42.5 celsius, time 65 hour. Product: C(C)OC(=O)[C@@H]1N(C[C@@H](C1)O)CCC1=CC=C(C=C1)OC ((2R, 4R)-(+)-2-(ethoxycarbonyl)-4-hydroxy-1-(4-methoxy phenethyl)pyrrolidine). The yield is 59.2%. RXN SMILES: Cl.[CH2:2]([O:4][C:5]([C@H:7]1[CH2:11][C@@H:10]([OH:12])[CH2:9][NH:8]1)=[O:6])[CH3:3].C(=O)([O-])[O-].[Na+].[Na+].[CH3:19][O:20][C:21]1[CH:29]=[CH:28][C:24]([CH2:25][CH2:26]Br)=[CH:23][CH:22]=1>C(#N)C.[I-].[Na+]>[CH2:2]([O:4][C:5]([C@H:7]1[CH2:11][C@@H:10]([OH:12])[CH2:9][N:8]1[CH2:26][CH2:25][C:24]1[CH:28]=[CH:29][C:21]([O:20][CH3:19])=[CH:22][CH:23]=1)=[O:6])[CH3:3] |f:0.1,2.3.4,7.8|. Reported procedure: To a suspension of 6.60 g (33.7 mmol) of (2R,4R)-(+)-2-(ethoxycarbonyl)-4-hydroxypyrrolidine hydrochloride in acetonitrile (60 ml) were added 8.22 g (77.6 mmol) of sodium carbonate, 4-methoxyphenethyl bromide (8.71 g, 40.5 mmol), and sodium iodide (150 mg, 1.0 mmol) and the mixture was stirred at 40-45° C. for 65 h. The mixture was concentrated in vacuo and water was added to the residue, and the products were extracted with ethyl acetate. The extract was washed with saturated aqueous sodium chl... The reactants are CC(=O)O, CS(=O)(=O)N1CCc2c(c(-c3ccc(C(F)(F)F)cc3)nn2CCC=O)C1, ClCCl, O=S1(=O)N=C(N2CCNCC2)c2ccccc21, [Na+], O=C([O-])O. Yields the product CS(=O)(=O)N1CCc2c(c(-c3ccc(C(F)(F)F)cc3)nn2CCCN2CCN(C3=NS(=O)(=O)c4ccccc43)CC2)C1. As a reaction SMILES: [C:45]([OH:46])(=[O:47])[CH3:48].[CH3:1][S:2](=[O:3])(=[O:4])[N:5]1[CH2:6][c:7]2[c:8]([n:11]([CH2:24][CH2:25][CH:26]=[O:27])[n:12][c:13]2-[c:14]2[cH:15][cH:16][c:17]([C:20]([F:21])([F:22])[F:23])[cH:18][cH:19]2)[CH2:9][CH2:10]1.[Cl:54][CH2:55][Cl:56].[N:28]1([C:34]2=[N:35][S:36](=[O:43])(=[O:44])[c:37]3[c:38]2[cH:39][cH:40][cH:41][cH:42]3)[CH2:29][CH2:30][NH:31][CH2:32][CH2:33]1.[Na+:53].[O-:49][C:50]([OH:51])=[O:52]>>[CH3:1][S:2](=[O:3])(=[O:4])[N:5]1[CH2:6][c:7]2[c:8]([n:11]([CH2:24][CH2:25][CH2:26][N:31]3[CH2:30][CH2:29][N:28]([C:34]4=[N:35][S:36](=[O:43])(=[O:44])[c:37]5[c:38]4[cH:39][cH:40][cH:41][cH:42]5)[CH2:33][CH2:32]3)[n:12][c:13]2-[c:14]2[cH:15][cH:16][c:17]([C:20]([F:21])([F:22])[F:23])[cH:18][cH:19]2)[CH2:9][CH2:10]1. Reactants: ClC1=NC=CC(=N1)Cl (2,4 dichloropyrimidine), C(=O)(OCC)C=1C=C(C=CC1)B(O)O (3-carboethoxyphenylboronic acid), 195. Product: C(C)OC(C1=CC(=CC=C1)C1=NC(=NC=C1)Cl)=O (3-(2-Chloro-pyrimidin-4-yl)-benzoic acid ethyl ester). RXN SMILES: [Cl:1][C:2]1[N:7]=[C:6](Cl)[CH:5]=[CH:4][N:3]=1.[C:9]([C:14]1[CH:15]=[C:16](B(O)O)[CH:17]=[CH:18][CH:19]=1)([O:11][CH2:12][CH3:13])=[O:10]>>[CH2:12]([O:11][C:9](=[O:10])[C:14]1[CH:15]=[CH:16][CH:17]=[C:18]([C:6]2[CH:5]=[CH:4][N:3]=[C:2]([Cl:1])[N:7]=2)[CH:19]=1)[CH3:13]. Reported procedure: 2,4 dichloropyrimidine was coupled to 3-carboethoxyphenylboronic acid following procedure A. LC-MS showed the product to be >95% pure and to have the expected M+H+ of 195. As a reaction SMILES: [Cl:1][CH2:2][CH2:3][CH2:4][O:5][C:6]([NH:7][c:8]1[cH:9][cH:10][c:11](-[c:14]2[n:15]([CH:28]3[CH2:29][CH2:30][CH2:31]3)[c:16]3[cH:17][c:18]([O:25][CH2:26][CH3:27])[cH:19][cH:20][c:21]3[c:22]2[C:23]#[N:24])[cH:12][cH:13]1)=[O:32].[K+:33].[K+:34].[O-:35][C:36]([O-:37])=[O:38].[O:40]=[CH:41][N:42]([CH3:43])[CH3:44].[OH2:39]>>[CH2:2]1[CH2:3][CH2:4][O:5][C:6](=[O:32])[N:7]1[c:8]1[cH:9][cH:10][c:11](-[c:14]2[n:15]([CH:28]3[CH2:29][CH2:30][CH2:31]3)[c:16]3[cH:17][c:18]([O:25][CH2:26][CH3:27])[cH:19][cH:20][c:21]3[c:22]2[C:23]#[N:24])[cH:12][cH:13]1. Starting materials: CCOc1ccc2c(C#N)c(-c3ccc(NC(=O)OCCCCl)cc3)n(C3CCC3)c2c1, [K+], [K+], O=C([O-])[O-], CN(C)C=O, O. The product is CCOc1ccc2c(C#N)c(-c3ccc(N4CCCOC4=O)cc3)n(C3CCC3)c2c1.